Task: describe an organic reaction: reactants, conditions, products, and yield. Dataset: the Open Reaction Database (ORD), a public repository of structured organic reaction records Reactants: C1CCOC1, C[O-], [Cl-], O=[N+]([O-])c1ccc(Cl)nc1Cl, [NH4+], [Na+]. Yields the product COc1nc(Cl)ccc1[N+](=O)[O-]. RXN SMILES: [CH2:17]1[O:18][CH2:19][CH2:20][CH2:21]1.[CH3:1][O-:2].[Cl-:15].[Cl:4][c:5]1[n:6][c:7]([Cl:14])[cH:8][cH:9][c:10]1[N+:11](=[O:12])[O-:13].[NH4+:16].[Na+:3]>>[CH3:1][O:2][c:5]1[n:6][c:7]([Cl:14])[cH:8][cH:9][c:10]1[N+:11](=[O:12])[O-:13]. The reactants are CC(C)(C)OC(=O)N1CCc2ccc(Cl)c(S)c2CC1, CC(Br)c1ccc(F)cc1, [H-], [Na+], CN(C)C=O, O. Product: CC(Sc1c(Cl)ccc2c1CCN(C(=O)OC(C)(C)C)CC2)c1ccc(F)cc1. As a reaction SMILES: [C:1]([CH3:2])([CH3:3])([CH3:4])[O:5][C:6](=[O:7])[N:8]1[CH2:9][CH2:10][c:11]2[c:12]([c:15]([SH:20])[c:16]([Cl:19])[cH:17][cH:18]2)[CH2:13][CH2:14]1.[F:23][c:24]1[cH:25][cH:26][c:27]([CH:30]([CH3:31])[Br:32])[cH:28][cH:29]1.[H-:21].[Na+:22].[O:34]=[CH:35][N:36]([CH3:37])[CH3:38].[OH2:33]>>[C:1]([CH3:2])([CH3:3])([CH3:4])[O:5][C:6](=[O:7])[N:8]1[CH2:9][CH2:10][c:11]2[c:12]([c:15]([S:20][CH:30]([c:27]3[cH:26][cH:25][c:24]([F:23])[cH:29][cH:28]3)[CH3:31])[c:16]([Cl:19])[cH:17][cH:18]2)[CH2:13][CH2:14]1. The reactants are N([C@H](CC1=CC=CC=C1)C(=O)N[C@H](CC1=CC=CC=C1)C(=O)N[C@H](CC(C)C)C(=O)OCC1=CC=CC=C1)C(=O)OC(C)(C)C (Boc-D-Phe-D-Phe-D-Leu-OBn), intermediate 1-5. Solvent: CO (methanol). Conditions: time 8 hour. The product is N([C@H](CC1=CC=CC=C1)C(=O)N[C@H](CC1=CC=CC=C1)C(=O)N[C@H](CC(C)C)C(=O)O)C(=O)OC(C)(C)C (Boc-D-Phe-D-Phe-D-Leu-OH), intermediate 1-6. As a reaction SMILES: [NH:1]([C:39]([O:41][C:42]([CH3:45])([CH3:44])[CH3:43])=[O:40])[C@@H:2]([C:10]([NH:12][C@@H:13]([C:21]([NH:23][C@@H:24]([C:29]([O:31]CC1C=CC=CC=1)=[O:30])[CH2:25][CH:26]([CH3:28])[CH3:27])=[O:22])[CH2:14][C:15]1[CH:20]=[CH:19][CH:18]=[CH:17][CH:16]=1)=[O:11])[CH2:3][C:4]1[CH:9]=[CH:8][CH:7]=[CH:6][CH:5]=1>CO>[NH:1]([C:39]([O:41][C:42]([CH3:44])([CH3:43])[CH3:45])=[O:40])[C@@H:2]([C:10]([NH:12][C@@H:13]([C:21]([NH:23][C@@H:24]([C:29]([OH:31])=[O:30])[CH2:25][CH:26]([CH3:28])[CH3:27])=[O:22])[CH2:14][C:15]1[CH:16]=[CH:17][CH:18]=[CH:19][CH:20]=1)=[O:11])[CH2:3][C:4]1[CH:9]=[CH:8][CH:7]=[CH:6][CH:5]=1. Reported procedure: In a flask flushed with nitrogen was added wet palladium on carbon (1.8 g) and a solution of Boc-D-Phe-D-Phe-D-Leu-OBn, intermediate 1-5 (11.1 g, 18.05 mmol) in methanol (50 μL). The mixture was stirred under a hydrogen balloon overnight. After filtration through celite, methanol was evaporated under reduced pressure. The residue was dissolved in acetone (20 mL) and slowly added to 500 mL water with 25 mL of 1N HCl under vigorous stirring. Pure product Boc-D-Phe-D-Phe-D-Leu-OH, intermediate 1-6 ... Reactants: Cl.FC=1C=CC2=C(NC=3SC4=C(C3C(=N2)N)C=CC=C4)C1 (9-fluoro-11H-12-thia-6,11-diaza-dibenzo[a,f]azulen-5-ylamine hydrogen chloride), COCC[C@@H]1NCCNC1 ((S)-2-(2-methoxy-ethyl) piperazine), C(C)(C)N(CC)C(C)C (diisopropylethyl amine). Run in CS(=O)C (DMSO), C1(=CC=CC=C1)C (toluene), C(Cl)Cl (CH2Cl2). Run at temperature 110 celsius, time 55 hour. Yields the product FC=1C=CC2=C(NC=3SC4=C(C3C(=N2)N2C[C@@H](NCC2)CCOC)C=CC=C4)C1 ((S)-9-Fluoro-5-[3-(2-methoxy-ethyl)-piperazine-1-yl]-11H-12-thia-6,11-diaza-dibenzo[a,f]azulene). Reaction SMILES: Cl.[F:2][C:3]1[CH:4]=[CH:5][C:6]2[N:15]=[C:14]([NH2:16])[C:13]3[C:12]4[CH:17]=[CH:18][CH:19]=[CH:20][C:11]=4[S:10][C:9]=3[NH:8][C:7]=2[CH:21]=1.[CH3:22][O:23][CH2:24][CH2:25][C@H:26]1[CH2:31]N[CH2:29][CH2:28][NH:27]1.C(N(C(C)C)CC)(C)C>CS(C)=O.C1(C)C=CC=CC=1.C(Cl)Cl>[F:2][C:3]1[CH:4]=[CH:5][C:6]2[N:15]=[C:14]([N:16]3[CH2:29][CH2:28][NH:27][C@@H:26]([CH2:25][CH2:24][O:23][CH3:22])[CH2:31]3)[C:13]3[C:12]4[CH:17]=[CH:18][CH:19]=[CH:20][C:11]=4[S:10][C:9]=3[NH:8][C:7]=2[CH:21]=1 |f:0.1|. Reported procedure: Combine 9-fluoro-11H-12-thia-6,11-diaza-dibenzo[a,f]azulen-5-ylamine hydrogen chloride (510.2 mg, 1.6 mmol, (S)-2-(2-methoxy-ethyl) piperazine (460.8 mg, 3.2 mmol) and diisopropylethyl amine (206 mg, 1.6 mmol) in DMSO (0.75 mL) and toluene (3.0 mL), stir and heat to 110° C. After 55 hours, cool the reaction to RT, dilute with CH2Cl2, wash with H2O and Brine. Dry the organic layer with by Na2SO4. The crude material pass through a 5 g SCX column, collect the 0.2 N NH3/MeOH eluent, concentrate to a... Reactants: [Si](C)(C)(C(C)(C)C)Cl (t-butyldimethylsilylchloride), N1C=NC=C1 (imidazole), C(C)(=O)OC1=C(C(=O)O)C=C(C=C1)O (2-acetoxy-5-hydroxybenzoic acid). Run in CC(=O)C (dimethylformaldehyde). Run at time 8 hour. Product: C(C)(=O)OC1=C(C(=O)O)C=C(C=C1)[Si](C)(C)C(C)(C)C (2-acetoxy-5-t-butyldimethylsilylbenzoic acid). RXN SMILES: [C:1]([O:4][C:5]1[CH:13]=[CH:12][C:11](O)=[CH:10][C:6]=1[C:7]([OH:9])=[O:8])(=[O:3])[CH3:2].[Si:15](Cl)([C:18]([CH3:21])([CH3:20])[CH3:19])([CH3:17])[CH3:16].N1C=CN=C1>CC(C)=O>[C:1]([O:4][C:5]1[CH:13]=[CH:12][C:11]([Si:15]([C:18]([CH3:21])([CH3:20])[CH3:19])([CH3:17])[CH3:16])=[CH:10][C:6]=1[C:7]([OH:9])=[O:8])(=[O:3])[CH3:2]. Reported procedure: A flask is fitted with a stirring bar and charged with 5.0 grams (0.0255 mole) of 2-acetoxy-5-hydroxybenzoic acid [M. Bergmann and P. Dangschat, Berichte, 52, 371 (1919)]. After the flask is flushed with argon and cooled in an ice bath, a solution of t-butyldimethylsilylchloride (9.23 gr., 0.06122 mole) and imidazole (8.5 gr., 0.125 mole) dissolved in 20 ml of anhydrous dimethylformaldehyde (DMF) is added dropwise over a 30 minute period. The reaction mixture is stirred at room temperature overn... Starting materials: C(C)OC([C@H](CC1=CC=C(C=C1)OCCBr)OC)=O ((2S)-3-[4-(2-bromo-ethoxy)-phenyl]-2-methoxy-propionic acid ethyl ester), CN(C=1C=C(C=CC1)O)C (3-dimethylamino-phenol), CO[C@H](C(=O)O)CC1=CC=C(C=C1)OCCCOC1=CC=CC=C1 ((2S)-2-methoxy-3-[4-(3-phenoxy-propoxy)-phenyl]-propionic acid). Yields the product CN(C=1C=C(OCCOC2=CC=C(C=C2)C[C@@H](C(=O)O)OC)C=CC1)C ((2S)-3-{4-[2-(3-dimethylamino-phenoxy)-ethoxy]-phenyl}-2-methoxy-propionic acid). As a reaction SMILES: C([O:3][C:4](=[O:19])[C@@H:5]([O:17][CH3:18])[CH2:6][C:7]1[CH:12]=[CH:11][C:10]([O:13][CH2:14][CH2:15]Br)=[CH:9][CH:8]=1)C.[CH3:20][N:21]([CH3:29])[C:22]1[CH:23]=[C:24]([OH:28])[CH:25]=[CH:26][CH:27]=1.CO[C@@H](CC1C=CC(OCCCOC2C=CC=CC=2)=CC=1)C(O)=O>>[CH3:20][N:21]([CH3:29])[C:22]1[CH:23]=[C:24]([CH:25]=[CH:26][CH:27]=1)[O:28][CH2:15][CH2:14][O:13][C:10]1[CH:9]=[CH:8][C:7]([CH2:6][C@H:5]([O:17][CH3:18])[C:4]([OH:3])=[O:19])=[CH:12][CH:11]=1. Reported procedure: The title compound was prepared from (2S)-3-[4-(2-bromo-ethoxy)-phenyl]-2-methoxy-propionic acid ethyl ester (Example 283, Step 2) and 3-dimethylamino-phenol via the same procedure used for the preparation of (2S)-2-methoxy-3-[4-(3-phenoxy-propoxy)-phenyl]-propionic acid (Example 285, Step 1), to produce a yellow oil. Starting materials: FC1=C(C=CC(=C1F)C(=O)N1C=NC=C1)CCC=1N=C(SC1)NC(C)=O (N-(4-{2-[2,3-difluoro-4-(1H-imidazol-1-ylcarbonyl)phenyl]ethyl}-1,3-thiazol-2-yl)acetamide), [BH4-].[Na+] (Sodium borohydride), [Cl-].[NH4+] (ammonium chloride). Solvent: O1CCCC1 (tetrahydrofuran), O1CCCC1 (tetrahydrofuran), O (water). Reaction conditions: temperature -20 celsius, time 2.5 hour. The product is FC1=C(C=CC(=C1F)CO)CCC=1N=C(SC1)NC(C)=O (N-(4-{2-[2,3-difluoro-4-(hydroxymethyl)phenyl]ethyl}-1,3-thiazol-2-yl)acetamide). Yield: 75.8%. RXN SMILES: [BH4-].[Na+].[F:3][C:4]1[C:9]([F:10])=[C:8]([C:11](N2C=CN=C2)=[O:12])[CH:7]=[CH:6][C:5]=1[CH2:18][CH2:19][C:20]1[N:21]=[C:22]([NH:25][C:26](=[O:28])[CH3:27])[S:23][CH:24]=1.[Cl-].[NH4+]>O1CCCC1.O>[F:3][C:4]1[C:9]([F:10])=[C:8]([CH2:11][OH:12])[CH:7]=[CH:6][C:5]=1[CH2:18][CH2:19][C:20]1[N:21]=[C:22]([NH:25][C:26](=[O:28])[CH3:27])[S:23][CH:24]=1 |f:0.1,3.4|. Procedure: Sodium borohydride (1.009 g, 26.66 mmol) was suspended in a mixture of tetrahydrofuran (36 ml) and water (9 ml), and the suspension was cooled to −20° C. A suspension of N-(4-{2-[2,3-difluoro-4-(1H-imidazol-1-ylcarbonyl)phenyl]ethyl}-1,3-thiazol-2-yl)acetamide (503.5 mg, 1.338 mmol) in anhydrous tetrahydrofuran (4 ml) was added dropwise. After stirring at not more than 0° C. for 2.5 hr, saturated aqueous ammonium chloride (50 ml) was added. The mixture was extracted 3 times with ethyl acetate, a... Reactants: BrCCCCN1S(NC(CC1=O)C)(=O)=O (2-(4-bromobutyl)-5,6-dihydro-5-methyl-2H-1,2,6-thiadiazin-3(4H)-one 1,1-dioxide), Cl.ClC1=CN=CC(=N1)N1CCNCC1 (1-(6-chloro-2-pyrazinyl)piperazine hydrochloride). The solvent is CN(C=O)C (dimethylformamide), C(C)N(CC)CC (triethylamine). The product is ClC1=CN=CC(=N1)N1CCN(CC1)CCCCN1S(NC(CC1=O)C)(=O)=O (2-[4-[4-(6-Chloro-2-pyrazinyl)-1-piperazinyl]butyl]-5,6-dihydro-5-methyl-2H-1,2,6-thiadiazin-3(4H)-one 1,1 dioxide). As a reaction SMILES: Br[CH2:2][CH2:3][CH2:4][CH2:5][N:6]1[C:11](=[O:12])[CH2:10][CH:9]([CH3:13])[NH:8][S:7]1(=[O:15])=[O:14].Cl.[Cl:17][C:18]1[N:23]=[C:22]([N:24]2[CH2:29][CH2:28][NH:27][CH2:26][CH2:25]2)[CH:21]=[N:20][CH:19]=1>CN(C)C=O.C(N(CC)CC)C>[Cl:17][C:18]1[N:23]=[C:22]([N:24]2[CH2:25][CH2:26][N:27]([CH2:2][CH2:3][CH2:4][CH2:5][N:6]3[C:11](=[O:12])[CH2:10][CH:9]([CH3:13])[NH:8][S:7]3(=[O:15])=[O:14])[CH2:28][CH2:29]2)[CH:21]=[N:20][CH:19]=1 |f:1.2|. Reported procedure: The title compound is prepared by adding to a stirred solution of 2 g (0.006 mol) of 2-(4-bromobutyl)-5,6-dihydro-5-methyl-2H-1,2,6-thiadiazin-3(4H)-one 1,1-dioxide in 50 mL of dimethylformamide, 4 mL of triethylamine and 1.41 g (0.006 mol) of 1-(6-chloro-2-pyrazinyl)piperazine hydrochloride. The reactants are C(C)(C)(C)C1=CC(=C(C=C1OCC)C=1N([C@@H]([C@@H](N1)C1=CC=C(C=C1)Cl)C1=CC=C(C=C1)Cl)C(=O)Cl)OCC ((4S,5R)-2-(4-tert-butyl-2,5-diethoxy-phenyl)-4,5-bis-(4-chloro-phenyl)-4,5-dihydro-imidazole-1-carbonyl chloride), N1CCNC(CC1)=O ([1,4]diazepan-5-one). Product: Cl.C(C)(C)(C)C1=CC(=C(C=C1OCC)C=1N([C@@H]([C@@H](N1)C1=CC=C(C=C1)Cl)C1=CC=C(C=C1)Cl)C(=O)N1CCNC(CC1)=O)OCC (1-[(4S,5R)-2-(4-tert-Butyl-2,5-diethoxy-phenyl)-4,5-bis-(4-chloro-phenyl)-4,5-dihydro-imidazole-1-carbonyl]-[1,4]diazepan-5-one hydrochloride). As a reaction SMILES: [C:1]([C:5]1[C:10]([O:11][CH2:12][CH3:13])=[CH:9][C:8]([C:14]2[N:15]([C:33](Cl)=[O:34])[C@H:16]([C:26]3[CH:31]=[CH:30][C:29]([Cl:32])=[CH:28][CH:27]=3)[C@H:17]([C:19]3[CH:24]=[CH:23][C:22]([Cl:25])=[CH:21][CH:20]=3)[N:18]=2)=[C:7]([O:36][CH2:37][CH3:38])[CH:6]=1)([CH3:4])([CH3:3])[CH3:2].[NH:39]1[CH2:45][CH2:44][C:43](=[O:46])[NH:42][CH2:41][CH2:40]1>>[ClH:25].[C:1]([C:5]1[C:10]([O:11][CH2:12][CH3:13])=[CH:9][C:8]([C:14]2[N:15]([C:33]([N:39]3[CH2:45][CH2:44][C:43](=[O:46])[NH:42][CH2:41][CH2:40]3)=[O:34])[C@H:16]([C:26]3[CH:27]=[CH:28][C:29]([Cl:32])=[CH:30][CH:31]=3)[C@H:17]([C:19]3[CH:24]=[CH:23][C:22]([Cl:25])=[CH:21][CH:20]=3)[N:18]=2)=[C:7]([O:36][CH2:37][CH3:38])[CH:6]=1)([CH3:2])([CH3:3])[CH3:4] |f:2.3|. Reported procedure: 1-[(4S,5R)-2-(4-tert-Butyl-2,5-diethoxy-phenyl)-4,5-bis-(4-chloro-phenyl)-4,5-dihydro-imidazole-1-carbonyl]-[1,4]diazepan-5-one hydrochloride was prepared from (4S,5R)-2-(4-tert-butyl-2,5-diethoxy-phenyl)-4,5-bis-(4-chloro-phenyl)-4,5-dihydro-imidazole-1-carbonyl chloride (example 12f) and [1,4]diazepan-5-one (Oakwood Products) in an analogous manner as described in example 25. LR-MS: 651.4 [(M+H)+] The reactants are C1CCOC1, COc1cc(N2CCN(C(=O)Cn3c(=O)oc4cc(O)ccc43)CC2)ccc1Cl, CCOC(=O)N=NC(=O)OCC, OCCOC1CCCCO1, c1ccc(P(c2ccccc2)c2ccccc2)cc1. Product: COc1cc(N2CCN(C(=O)Cn3c(=O)oc4cc(OCCOC5CCCCO5)ccc43)CC2)ccc1Cl. Reaction SMILES: [CH2:71]1[O:72][CH2:73][CH2:74][CH2:75]1.[Cl:32][c:33]1[c:34]([O:59][CH3:60])[cH:35][c:36]([N:39]2[CH2:40][CH2:41][N:42]([C:45]([CH2:46][n:47]3[c:48](=[O:57])[o:49][c:50]4[c:51]3[cH:52][cH:53][c:54]([OH:56])[cH:55]4)=[O:58])[CH2:43][CH2:44]2)[cH:37][cH:38]1.[O:20]=[C:21]([O:22][CH2:23][CH3:24])[N:25]=[N:26][C:27]([O:28][CH2:29][CH3:30])=[O:31].[O:61]1[CH:62]([O:67][CH2:68][CH2:69][OH:70])[CH2:63][CH2:64][CH2:65][CH2:66]1.[c:1]1([P:2]([c:3]2[cH:4][cH:5][cH:6][cH:7][cH:8]2)[c:9]2[cH:10][cH:11][cH:12][cH:13][cH:14]2)[cH:15][cH:16][cH:17][cH:18][cH:19]1>>[Cl:32][c:33]1[c:34]([O:59][CH3:60])[cH:35][c:36]([N:39]2[CH2:40][CH2:41][N:42]([C:45]([CH2:46][n:47]3[c:48](=[O:57])[o:49][c:50]4[c:51]3[cH:52][cH:53][c:54]([O:56][CH2:69][CH2:68][O:67][CH:62]3[O:61][CH2:66][CH2:65][CH2:64][CH2:63]3)[cH:55]4)=[O:58])[CH2:43][CH2:44]2)[cH:37][cH:38]1.